Dataset: the Open Reaction Database (ORD), a public repository of structured organic reaction records. Task: describe an organic reaction: reactants, conditions, products, and yield The product is COc1ccc(CCNc2cc(-c3ccc4ncccc4c3)nc(OC)n2)cc1. Reaction SMILES: [C:34](=[O:35])([O-:36])[O-:37].[CH3:40][O:41][CH2:42][CH2:43][O:44][CH3:45].[Cl:1][c:2]1[cH:3][c:4]([NH:10][CH2:11][CH2:12][c:13]2[cH:14][cH:15][c:16]([O:19][CH3:20])[cH:17][cH:18]2)[n:5][c:6]([O:8][CH3:9])[n:7]1.[Cs+:38].[Cs+:39].[OH2:46].[n:21]1[cH:22][cH:23][cH:24][c:25]2[cH:26][c:27]([B:31]([OH:32])[OH:33])[cH:28][cH:29][c:30]12>>[c:2]1(-[c:27]2[cH:26][c:25]3[cH:24][cH:23][cH:22][n:21][c:30]3[cH:29][cH:28]2)[cH:3][c:4]([NH:10][CH2:11][CH2:12][c:13]2[cH:14][cH:15][c:16]([O:19][CH3:20])[cH:17][cH:18]2)[n:5][c:6]([O:8][CH3:9])[n:7]1. Starting materials: O=C([O-])[O-], COCCOC, COc1ccc(CCNc2cc(Cl)nc(OC)n2)cc1, [Cs+], [Cs+], O, OB(O)c1ccc2ncccc2c1. Starting materials: COC1=CC=C(C=C1)C1(CC1)C(=O)O (1-(4-methoxyphenyl) cyclopropanecarboxylic acid), C(C(C)C)N (isobutyl amine), ( 248 ). The product is C(C(C)C)NC(=O)C1(CC1)C1=CC=C(C=C1)OC (N-isobutyl-1-(4-methoxyphenyl)cyclopropanecarboxamide). Isolated yield 97.0%. Reaction SMILES: [CH3:1][O:2][C:3]1[CH:8]=[CH:7][C:6]([C:9]2([C:12]([OH:14])=O)[CH2:11][CH2:10]2)=[CH:5][CH:4]=1.[CH2:15]([NH2:19])[CH:16]([CH3:18])[CH3:17]>>[CH2:15]([NH:19][C:12]([C:9]1([C:6]2[CH:5]=[CH:4][C:3]([O:2][CH3:1])=[CH:8][CH:7]=2)[CH2:10][CH2:11]1)=[O:14])[CH:16]([CH3:18])[CH3:17]. Reported procedure: Prepared in a similar manner to Example 35a starting from 1-(4-methoxyphenyl) cyclopropanecarboxylic acid and isobutyl amine. Yield: 97%. MS+H (248). Starting materials: OCCCCCCCCCCCCCCCCO (1,16-dihydroxyhexadecane), S(=O)(=O)(C1=CC=C(C)C=C1)Cl (tosyl chloride). Run in N1=CC=CC=C1 (pyridine). The product is C1(=CC=C(C=C1)S(=O)(=O)OCCCCCCCCCCCCCCCCO)C (16-(p-Toluensulfonyloxy)hexadecanol). Reaction SMILES: [OH:1][CH2:2][CH2:3][CH2:4][CH2:5][CH2:6][CH2:7][CH2:8][CH2:9][CH2:10][CH2:11][CH2:12][CH2:13][CH2:14][CH2:15][CH2:16][CH2:17][OH:18].[S:19](Cl)([C:22]1[CH:28]=[CH:27][C:25]([CH3:26])=[CH:24][CH:23]=1)(=[O:21])=[O:20]>N1C=CC=CC=1>[C:25]1([CH3:26])[CH:27]=[CH:28][C:22]([S:19]([O:1][CH2:2][CH2:3][CH2:4][CH2:5][CH2:6][CH2:7][CH2:8][CH2:9][CH2:10][CH2:11][CH2:12][CH2:13][CH2:14][CH2:15][CH2:16][CH2:17][OH:18])(=[O:21])=[O:20])=[CH:23][CH:24]=1. Procedure details: To a solution of 1.1 g of 1,16-dihydroxyhexadecane in 10 ml of dry pyridine 0.8 g of tosyl chloride was added. After 2 h mixture was concentrated diluted with 20 ml of acetone, 5 g of SiO2 was added and acetone was removed in vacuum. The solid was applied on SiO2 and eluted with pentane-ethyl acetate (2:1) to yield 748 mg (42%) of C-101. Starting materials: C(C1=CC=CC=C1)NCCN (N-benzylethylenediamine), ClCCC(=O)C1=CC=C(C=C1)Cl (3-chloro-1-(4-chlorophenyl)propan-1-one). Product: C(C1=CC=CC=C1)N1CCNC(CC1)C1=CC=C(C=C1)Cl ((±)-1-benzyl-5-(4-chlorophenyl)-1,4-diazepane). RXN SMILES: [CH2:1]([NH:8][CH2:9][CH2:10][NH2:11])[C:2]1[CH:7]=[CH:6][CH:5]=[CH:4][CH:3]=1.Cl[CH2:13][CH2:14][C:15]([C:17]1[CH:22]=[CH:21][C:20]([Cl:23])=[CH:19][CH:18]=1)=O>>[CH2:1]([N:8]1[CH2:13][CH2:14][CH:15]([C:17]2[CH:22]=[CH:21][C:20]([Cl:23])=[CH:19][CH:18]=2)[NH:11][CH2:10][CH2:9]1)[C:2]1[CH:7]=[CH:6][CH:5]=[CH:4][CH:3]=1. Procedure details: This compound was prepared by the method of preparation 2 starting from N-benzylethylenediamine but using commercially available 3-chloro-1-(4-chlorophenyl)propan-1-one. LRMS: APCl+ m/z 300 [MH+]. Starting materials: C(C1=CC(=O)NC(=O)N1)(=O)Cl (orotoyl chloride), C(C1=CC(=O)NC(=O)N1)(=O)Cl (orotoyl chloride), N[C@@H](C(C)C)C(=O)O (Valine), C(C1=CC(=O)NC(=O)N1)(=O)Cl (orotoyl chloride), C(=O)=O (dry ice), CC(=O)C (acetone), C(C1=CC(=O)NC(=O)N1)(=O)Cl (orotoyl chloride). The reagents and catalysts are CN(C)C=1C=CN=CC1 (DMAP). Run in C(Cl)Cl (DCM). Product: O=C1NC(C=C(N1)C(=O)NC(C(=O)O)C(C)C)=O (2-(2,6-dioxo-1,2,3,6-tetrahydropyrimidine-4-carboxamido)-3-methylbutanoic acid). RXN SMILES: [C:1](Cl)(=[O:10])[C:2]1[NH:9][C:7](=[O:8])[NH:6][C:4](=[O:5])[CH:3]=1.[NH2:12][C@H:13]([C:17]([OH:19])=[O:18])[CH:14]([CH3:16])[CH3:15].C(=O)=O.CC(C)=O>C(Cl)Cl.CN(C1C=CN=CC=1)C>[O:8]=[C:7]1[NH:9][C:2]([C:1]([NH:12][CH:13]([CH:14]([CH3:16])[CH3:15])[C:17]([OH:19])=[O:18])=[O:10])=[CH:3][C:4](=[O:5])[NH:6]1. Reported procedure: In a dry 3-necked, round bottomed flask, equipped with a magnetic stirrer, a thermometer, a nitrogen inlet tube and the dropping funnel containing the orotoyl chloride solution, 6.56 g (56 mmol) of Valine is suspended, with stirring, in 50 mL of dry DCM. To this suspension a catalytic amount (˜0.1 mmol) of DMAP is also added. The suspension is stirred in a dry ice and acetone bath to a temperature of about −15° C. When the target temperature is reached the drop wise addition of orotoyl chloride ... The reactants are IC1=CC=C(C=C1)C(F)(F)F (4-iodobenzotrifluoride), C(C)(C)[Mg]Cl (isopropylmagnesium chloride), Cl (HCl), C(\C=C\C)(=O)Cl (trans-crotonyl chloride). Reagents/catalysts: C=1C=CC(=CC1)[P](C=2C=CC=CC2)(C=3C=CC=CC3)[Pd]([P](C=4C=CC=CC4)(C=5C=CC=CC5)C=6C=CC=CC6)([P](C=7C=CC=CC7)(C=8C=CC=CC8)C=9C=CC=CC9)[P](C=1C=CC=CC1)(C=1C=CC=CC1)C=1C=CC=CC1 (Pd(PPh3)4), [Cl-].[Cl-].[Zn+2] (ZnCl2). Run in C1CCOC1 (THF). Conditions: time 40 minute. Product: FC(C1=CC=C(C=C1)C(\C=C\C)=O)(F)F ((E)-1-(4-trifluoromethyl-phenyl)-but-2-en-1-one). RXN SMILES: I[C:2]1[CH:7]=[CH:6][C:5]([C:8]([F:11])([F:10])[F:9])=[CH:4][CH:3]=1.C([Mg]Cl)(C)C.[C:17](Cl)(=[O:21])/[CH:18]=[CH:19]/[CH3:20].Cl>C1COCC1.[Cl-].[Cl-].[Zn+2].C1C=CC([P]([Pd]([P](C2C=CC=CC=2)(C2C=CC=CC=2)C2C=CC=CC=2)([P](C2C=CC=CC=2)(C2C=CC=CC=2)C2C=CC=CC=2)[P](C2C=CC=CC=2)(C2C=CC=CC=2)C2C=CC=CC=2)(C2C=CC=CC=2)C2C=CC=CC=2)=CC=1>[F:9][C:8]([F:11])([F:10])[C:5]1[CH:6]=[CH:7][C:2]([C:17](=[O:21])/[CH:18]=[CH:19]/[CH3:20])=[CH:3][CH:4]=1 |f:5.6.7,^1:35,37,56,75|. Reported procedure: To a solution of commercially available 4-iodobenzotrifluoride (11.76 mL, 80 mmol) in THF (70 mL) at −40° C. was added isopropylmagnesium chloride (2 M in THF, 41.2 mL, 88 mmol) within 5 min keeping the internal temperature below −20° C., stirring was continued at −20 to 0° C. for 40 min. ZnCl2 (1M in THF, 88 mL, 88 mmol) was added, the cooling bath was removed and replaced with a water bath, the mixture was allowed to reach 23° C. and stirred at 23° C. for 45 min resulting in a light yellow sus... Reactants: N(CCO)CCO (diethanolamine), COC1=CC=C(CCl)C=C1 (4-methoxy benzyl chloride). The product is OCCN(CCO)CC1=CC=C(C=C1)OC (2-[(2-Hydroxy-ethyl)-(4-methoxy-benzyl)-amino]-ethanol). As a reaction SMILES: [NH:1]([CH2:5][CH2:6][OH:7])[CH2:2][CH2:3][OH:4].[CH3:8][O:9][C:10]1[CH:17]=[CH:16][C:13]([CH2:14]Cl)=[CH:12][CH:11]=1>>[OH:4][CH2:3][CH2:2][N:1]([CH2:14][C:13]1[CH:16]=[CH:17][C:10]([O:9][CH3:8])=[CH:11][CH:12]=1)[CH2:5][CH2:6][OH:7]. Procedure details: 2-[(2-Hydroxy-ethyl)-(4-methoxy-benzyl)-amino]-ethanol was prepared according to the general method as outlined in Example 1 (Step 4). Starting from diethanolamine (10.5 g, 100 mmol). and 4-methoxy benzyl chloride (15.6 g, 100 mmol). Yield 21 g, (98%); yellow oil; MS: 226 (M+H)+ Starting materials: CC(C)n1ncnc1-c1nc2c(s1)CCOc1cc(C3CCN(C(C)(C)C#N)CC3)ccc1-2, [Na+], [Na+], O=C([O-])[O-], O=S(=O)(O)O. Product: CC(C)n1ncnc1-c1nc2c(s1)CCOc1cc(C3CCN(C(C)(C)C(N)=O)CC3)ccc1-2. RXN SMILES: [CH:1]([CH3:2])([CH3:3])[n:4]1[n:5][cH:6][n:7][c:8]1-[c:9]1[s:10][c:11]2[c:17]([n:18]1)-[c:16]1[c:15]([cH:22][c:21]([CH:23]3[CH2:24][CH2:25][N:26]([C:29]([C:30]#[N:31])([CH3:32])[CH3:33])[CH2:27][CH2:28]3)[cH:20][cH:19]1)[O:14][CH2:13][CH2:12]2.[Na+:39].[Na+:40].[O-:41][C:42](=[O:43])[O-:44].[S:34]([OH:35])(=[O:36])(=[O:37])[OH:38]>>[CH:1]([CH3:2])([CH3:3])[n:4]1[n:5][cH:6][n:7][c:8]1-[c:9]1[s:10][c:11]2[c:17]([n:18]1)-[c:16]1[c:15]([cH:22][c:21]([CH:23]3[CH2:24][CH2:25][N:26]([C:29]([C:30]([NH2:31])=[O:35])([CH3:32])[CH3:33])[CH2:27][CH2:28]3)[cH:20][cH:19]1)[O:14][CH2:13][CH2:12]2.